This data is from the Open Reaction Database (ORD), a public repository of structured organic reaction records. The task is: describe an organic reaction: reactants, conditions, products, and yield Run at temperature 150 celsius. The product is ClC=1C(=NC=CC1)N1CC=2N=CN=C(C2CC1)NC1=CC2=C(OCCO2)C=C1 (7-(3-Chloropyridin-2-yl)-5,6,7,8-tetrahydro-N-(2,3-dihydrobenzo[b][1,4]dioxin-6-yl)pyrido[3,4-d]pyrimidin-4-amine). As a reaction SMILES: Cl[C:2]1[C:3]2[CH2:11][CH2:10][N:9]([C:12]3[C:17]([Cl:18])=[CH:16][CH:15]=[CH:14][N:13]=3)[CH2:8][C:4]=2[N:5]=[CH:6][N:7]=1.[O:19]1[CH2:24][CH2:23][O:22][C:21]2[CH:25]=[C:26]([NH2:29])[CH:27]=[CH:28][C:20]1=2.[I-].[Na+].C(=O)(O)[O-].[Na+]>C(#N)C>[Cl:18][C:17]1[C:12]([N:9]2[CH2:10][CH2:11][C:3]3[C:2]([NH:29][C:26]4[CH:27]=[CH:28][C:20]5[O:19][CH2:24][CH2:23][O:22][C:21]=5[CH:25]=4)=[N:7][CH:6]=[N:5][C:4]=3[CH2:8]2)=[N:13][CH:14]=[CH:15][CH:16]=1 |f:2.3,4.5|. The solvent is C(C)#N (acetonitrile). Isolated yield 81.7%. Procedure details: A mixture of 4-chloro-7-(3-chloropyridin-2-yl)-5,6,7,8-tetrahydropyrido[3,4-d]pyrimidine (0.095 g, 0.00034 mol), 2,3-dihydrobenzo[b][1,4]dioxin-6-amine (0.10 g, 0.00068 mol) and sodium iodide (0.02 g, 0.0001 mol) in acetonitrile was heated at 150° C. by microwave in a sealed tube for 10 minutes. After cooling to r.t., the mixture was poured into saturated sodium bicarbonate and extracted with ethyl acetate. The organic layer was washed with brine and dried over magnesium sulfate and concentrated... The reactants are C([O-])(O)=O.[Na+] (sodium bicarbonate), ClC=1C2=C(N=CN1)CN(CC2)C2=NC=CC=C2Cl (4-chloro-7-(3-chloropyridin-2-yl)-5,6,7,8-tetrahydropyrido[3,4-d]pyrimidine), O1C2=C(OCC1)C=C(C=C2)N (2,3-dihydrobenzo[b][1,4]dioxin-6-amine), [I-].[Na+] (sodium iodide).